This data is from the Open Reaction Database (ORD), a public repository of structured organic reaction records. The task is: describe an organic reaction: reactants, conditions, products, and yield Reactants: BrC=1SC(=CC1C(=O)O)C (2-bromo-5-methyl-3-thiophenecarboxylic acid), S(=O)(Cl)Cl (thionyl chloride), N(C1=CC=CC=C1)C1=C(C=CC(=C1)[N+](=O)[O-])O (2-amiino-4-nitrophenol). The product is OC1=C(C=C(C=C1)[N+](=O)[O-])NC(=O)C1=C(SC(=C1)C)Br (N-(2-hydroxy-5-nitrophenyl)-2-bromo-5-methyl-3-thiophenecarboxamide). RXN SMILES: [Br:1][C:2]1[S:3][C:4]([CH3:10])=[CH:5][C:6]=1[C:7]([OH:9])=O.S(Cl)(Cl)=O.[NH:15]([C:22]1[CH:27]=[C:26]([N+:28]([O-:30])=[O:29])[CH:25]=[CH:24][C:23]=1[OH:31])C1C=CC=CC=1>>[OH:31][C:23]1[CH:24]=[CH:25][C:26]([N+:28]([O-:30])=[O:29])=[CH:27][C:22]=1[NH:15][C:7]([C:6]1[CH:5]=[C:4]([CH3:10])[S:3][C:2]=1[Br:1])=[O:9]. Procedure details: In the same manner as in Starting Material Synthesis Example 67 and using 2-bromo-5-methyl-3-thiophenecarboxylic acid, thionyl chloride and 2-amiino-4-nitrophenol, N-(2-hydroxy-5-nitrophenyl)-2-bromo-5-methyl-3-thiophenecarboxamide is obtained.